Dataset: the Open Reaction Database (ORD), a public repository of structured organic reaction records. Task: describe an organic reaction: reactants, conditions, products, and yield Starting materials: N1CCOCC1 (morpholine), IC1=CC=C(C(=O)Cl)C=C1 (p-iodobenzoyl chloride). Run in CCOCC (ether), CCOCC (ether). Product: IC1=CC=C(C(=O)N2CCOCC2)C=C1 (N-p-iodobenzoyl-morpholine). RXN SMILES: [NH:1]1[CH2:6][CH2:5][O:4][CH2:3][CH2:2]1.[I:7][C:8]1[CH:16]=[CH:15][C:11]([C:12](Cl)=[O:13])=[CH:10][CH:9]=1>CCOCC>[I:7][C:8]1[CH:16]=[CH:15][C:11]([C:12]([N:1]2[CH2:6][CH2:5][O:4][CH2:3][CH2:2]2)=[O:13])=[CH:10][CH:9]=1. Reported procedure: A solution of 15 ml of morpholine in 20 ml of ether was reacted with a solution of 5.4 g p-iodobenzoyl chloride in 20 ml ether. The excess organic solvent was removed and the crude product recovered as described in Example 3. After recrystallization there was obtained 3.1 g of N-p-iodobenzoyl-morpholine as translucent crystals, m.p. 116°-117°, Rf 0.72. The reactants are CCc1cccc(CC)c1N, CN(C)C, CCCCCCC, O. Yields the product C=Nc1c(CC)cccc1CC. As a reaction SMILES: [CH2:1]([CH3:2])[c:3]1[c:4]([NH2:5])[c:6]([CH2:10][CH3:11])[cH:7][cH:8][cH:9]1.[CH3:12][N:13]([CH3:14])[CH3:15].[CH3:16][CH2:17][CH2:18][CH2:19][CH2:20][CH2:21][CH3:22].[OH2:23]>>[CH2:1]([CH3:2])[c:3]1[c:4]([N:5]=[CH2:12])[c:6]([CH2:10][CH3:11])[cH:7][cH:8][cH:9]1. Run at temperature 0 celsius, time 1 hour. Procedure details: A 2.64 g sample of the compound from step 447a was added dropwise to a suspension of 1.11 g of LAH in ether stirred under N2 at 0° C. After one hour, the reaction was stirred at room temperature for 6 hours. The reaction was quenched by sequential addition of 1.2 mL of water, 1.2 mL of 15% NaOH and 2.4 mL of water. The mixture was filtered, and the filtrate was concentrated to give 2.39 of the title compound. The solvent is CCOCC (ether). RXN SMILES: [CH2:1]([N:8]1[CH2:12][CH2:11][CH:10]([NH:13][C:14](=O)[C:15]([F:18])([F:17])[F:16])[CH2:9]1)[C:2]1[CH:7]=[CH:6][CH:5]=[CH:4][CH:3]=1.[H-].[H-].[H-].[H-].[Li+].[Al+3]>CCOCC>[CH2:1]([N:8]1[CH2:12][CH2:11][CH:10]([NH:13][CH2:14][C:15]([F:18])([F:17])[F:16])[CH2:9]1)[C:2]1[CH:3]=[CH:4][CH:5]=[CH:6][CH:7]=1 |f:1.2.3.4.5.6|. The reactants are C(C1=CC=CC=C1)N1CC(CC1)NC(C(F)(F)F)=O (1-benzyl-3-(2,2,2-trifluoroacetyl)aminopyrrolidine), [H-].[H-].[H-].[H-].[Li+].[Al+3] (LAH). Product: C(C1=CC=CC=C1)N1CC(CC1)NCC(F)(F)F (1-benzyl-3-(2,2,2-trifluoroethyl)aminopyrrolidine).